From a dataset of the Open Reaction Database (ORD), a public repository of structured organic reaction records. describe an organic reaction: reactants, conditions, products, and yield Starting materials: C(CCC)OC1=NC(=C2N=C(N(C2=N1)CCCCC1CCNCC1)OC)N (2-(butyloxy)-8-(methyloxy)-9-[4-(4-piperidinyl)butyl]-9H-purin-6-amine), ICCC (1-iodopropane). The product is NC1=C2NC(N(C2=NC(=N1)OCCCC)CCCCC1CCN(CC1)CCC)=O (6-Amino-2-(butyloxy)-9-[4-(1-propyl-4-piperidinyl)butyl]-7,9-dihydro-8H-purin-8-one). As a reaction SMILES: [CH2:1]([O:5][C:6]1[N:14]=[C:13]2[C:9]([N:10]=[C:11]([O:25]C)[N:12]2[CH2:15][CH2:16][CH2:17][CH2:18][CH:19]2[CH2:24][CH2:23][NH:22][CH2:21][CH2:20]2)=[C:8]([NH2:27])[N:7]=1)[CH2:2][CH2:3][CH3:4].I[CH2:29][CH2:30][CH3:31]>>[NH2:27][C:8]1[N:7]=[C:6]([O:5][CH2:1][CH2:2][CH2:3][CH3:4])[N:14]=[C:13]2[C:9]=1[NH:10][C:11](=[O:25])[N:12]2[CH2:15][CH2:16][CH2:17][CH2:18][CH:19]1[CH2:20][CH2:21][N:22]([CH2:29][CH2:30][CH3:31])[CH2:23][CH2:24]1. Procedure: Prepared similarly to Example 82 from 2-(butyloxy)-8-(methyloxy)-9-[4-(4-piperidinyl)butyl]-9H-purin-6-amine and 1-iodopropane. Reactants: C1(=CC=CC=C1)S(=O)(=O)N1C=C(C=2C1=NC=C(C2)Br)C2=COC=C2 (1-Benzenesulfonyl-5-bromo-3-furan-3-yl-1H-pyrrolo[2,3-b]pyridine), C(C)(C)[Si](N1C=C(C=C1)B(O)O)(C(C)C)C(C)C (1-triisopropylsilanyl-1H-pyrrole-3-boronic acid), [Li+].[Cl-] (LiCl), C(=O)([O-])[O-].[Na+].[Na+] (Na2CO3). Reagents/catalysts: Cl[Pd]([P](C1=CC=CC=C1)(C2=CC=CC=C2)C3=CC=CC=C3)([P](C4=CC=CC=C4)(C5=CC=CC=C5)C6=CC=CC=C6)Cl (PdCl2(PPh3)2). Run in C1(=CC=CC=C1)C (toluene), CCO (EtOH). Conditions: temperature 85 celsius. Yields the product C1(=CC=CC=C1)S(=O)(=O)N1C=C(C=2C1=NC=C(C2)C2=CN(C=C2)[Si](C(C)C)(C(C)C)C(C)C)C2=COC=C2 (1-Benzenesulfonyl-3-furan-3-yl-5-(1-triisopropylsilanyl-1H-pyrrol-3-yl)-1H-pyrrolo[2,3-b]pyridine). Yield: 23.4%. Reaction SMILES: [C:1]1([S:7]([N:10]2[C:14]3=[N:15][CH:16]=[C:17](Br)[CH:18]=[C:13]3[C:12]([C:20]3[CH:24]=[CH:23][O:22][CH:21]=3)=[CH:11]2)(=[O:9])=[O:8])[CH:6]=[CH:5][CH:4]=[CH:3][CH:2]=1.[CH:25]([Si:28]([CH:40]([CH3:42])[CH3:41])([CH:37]([CH3:39])[CH3:38])[N:29]1[CH:33]=[CH:32][C:31](B(O)O)=[CH:30]1)([CH3:27])[CH3:26].[Li+].[Cl-].C([O-])([O-])=O.[Na+].[Na+]>Cl[Pd](Cl)([P](C1C=CC=CC=1)(C1C=CC=CC=1)C1C=CC=CC=1)[P](C1C=CC=CC=1)(C1C=CC=CC=1)C1C=CC=CC=1.C1(C)C=CC=CC=1.CCO>[C:1]1([S:7]([N:10]2[C:14]3=[N:15][CH:16]=[C:17]([C:31]4[CH:32]=[CH:33][N:29]([Si:28]([CH:37]([CH3:39])[CH3:38])([CH:40]([CH3:42])[CH3:41])[CH:25]([CH3:26])[CH3:27])[CH:30]=4)[CH:18]=[C:13]3[C:12]([C:20]3[CH:24]=[CH:23][O:22][CH:21]=3)=[CH:11]2)(=[O:9])=[O:8])[CH:6]=[CH:5][CH:4]=[CH:3][CH:2]=1 |f:2.3,4.5.6,^1:53,72|. Procedure: A mixture of 30 (31.6 mg, 0,078 mmol), 1-triisopropylsilanyl-1H-pyrrole-3-boronic acid (31 mg, 0.12 mmol), PdCl2(PPh3)2 (6 mg, 7.8 μmol), LiCl (10 mg, 0.24 mmol), aqueous 1.0 M Na2CO3 (200 μL, 0.2 mmol), EtOH (0.47 mL) and toluene (0.47 mL) were heated at 85° C. over weekend. After cooling the organic layer was separated and purified by PTLC using AcOEt:hexane=3:7 as eluent to give the product 31 as a colourless oil (15.3 mg, 36%). 1H NMR (400 MHz, CDCl3) δ 1.13 (d, J=7.5 Hz, 18H), 1.49 (septet,... The reactants are CS(=O)C1=NN=C(S1)N=C=O (5-Methylsulfinyl-1,3,4-thiadiazol-2-yl isocyanate), C(CCCCC)NN (n-hexylhydrazine), NN (hydrazine). The solvent is C(Cl)Cl (methylene chloride). Yields the product C(CCCCC)N(N)C(=O)NC=1SC(=NN1)S(=O)C (2-n-hexyl-4-(5-methylsulfinyl-1,3,4-thiadiazol-2-yl)semicarbazide). RXN SMILES: [CH2:1]([NH:7][NH2:8])[CH2:2][CH2:3][CH2:4][CH2:5][CH3:6].[CH3:9][S:10]([C:12]1[S:16][C:15]([N:17]=[C:18]=[O:19])=[N:14][N:13]=1)=[O:11].NN>C(Cl)Cl>[CH2:1]([N:7]([C:18]([NH:17][C:15]1[S:16][C:12]([S:10]([CH3:9])=[O:11])=[N:13][N:14]=1)=[O:19])[NH2:8])[CH2:2][CH2:3][CH2:4][CH2:5][CH3:6]. Reported procedure: A solution of n-hexylhydrazine (0.3 mole) in methylene chloride (150 ml) is charged into a glass reaction vessel equipped with a mechanical stirrer, thermometer and reflux condenser. 5-Methylsulfinyl-1,3,4-thiadiazol-2-yl isocyanate dimer (0.1 mole) is then added, with stirring, at room temperature. After the addition is completed the reaction mixture is heated at reflux for a period of about 4 hours. After this time the reaction mixture is stripped of solvent and excess hydrazine to yield the d... Starting materials: [OH-].[Na+] (sodium hydroxide), Cl (hydrochloric acid), C(C)(=O)SCC(C(=O)NC=1C=C(C(=O)O)C=CC1)CC1CN(CCO1)CC1=CC=CC=C1 (3-[[2-Acetylthiomethyl-3-(4-benzyl-2-morpholinyl)-propionyl]amino]benzoic acid), compound. The solvent is CO (methanol), CO (methanol). Reaction conditions: time 1 hour. Product: SCC(C(=O)NC=1C=C(C(=O)O)C=CC1)CC1CN(CCO1)CC1=CC=CC=C1 (3-[[2-mercaptomethyl-3-(4-benzyl-2-morpholinyl)propionyl]amino]benzoic acid). Isolated yield 33.0%. Reaction SMILES: C([S:4][CH2:5][CH:6]([CH2:19][CH:20]1[O:25][CH2:24][CH2:23][N:22]([CH2:26][C:27]2[CH:32]=[CH:31][CH:30]=[CH:29][CH:28]=2)[CH2:21]1)[C:7]([NH:9][C:10]1[CH:11]=[C:12]([CH:16]=[CH:17][CH:18]=1)[C:13]([OH:15])=[O:14])=[O:8])(=O)C.[OH-].[Na+].Cl>CO>[SH:4][CH2:5][CH:6]([CH2:19][CH:20]1[O:25][CH2:24][CH2:23][N:22]([CH2:26][C:27]2[CH:32]=[CH:31][CH:30]=[CH:29][CH:28]=2)[CH2:21]1)[C:7]([NH:9][C:10]1[CH:11]=[C:12]([CH:16]=[CH:17][CH:18]=1)[C:13]([OH:15])=[O:14])=[O:8] |f:1.2|. Procedure: 3-[[2-Acetylthiomethyl-3-(4-benzyl-2-morpholinyl)-propionyl]amino]benzoic acid (compound of Example 47) (1.0 g) is dissolved in 50% aqueous methanol (20 ml), and the mixture is adjusted to pH 12.0 with 10% aqueous sodium hydroxide solution under nitrogen. After reacting at room temperature for one hour, the reaction mixture is adjusted to pH 4.5 with 10% hydrochloric acid, and methanol is distilled off under reduced pressure. The residue is extracted with ethyl acetate, and the extract is washed... Yields the product CCOCc1nc2c(N)nc3ccccc3c2n1NCCCNC(=O)NC(C)C. Reaction SMILES: [CH3:30][CH2:31][O:32][CH2:33][CH3:34].[CH3:38][N:39]([CH3:40])[CH:41]=[O:42].[CH:24]([CH3:25])([CH3:26])[N:27]=[C:28]=[O:29].[Cl:35][CH2:36][Cl:37].[NH2:1][CH2:2][CH2:3][CH2:4][NH:5][n:6]1[c:7]([CH2:20][O:21][CH2:22][CH3:23])[n:8][c:9]2[c:10]([NH2:19])[n:11][c:12]3[cH:13][cH:14][cH:15][cH:16][c:17]3[c:18]12>>[NH:1]([CH2:2][CH2:3][CH2:4][NH:5][n:6]1[c:7]([CH2:20][O:21][CH2:22][CH3:23])[n:8][c:9]2[c:10]([NH2:19])[n:11][c:12]3[cH:13][cH:14][cH:15][cH:16][c:17]3[c:18]12)[C:28]([NH:27][CH:24]([CH3:25])[CH3:26])=[O:29]. Starting materials: CCOCC, CN(C)C=O, CC(C)N=C=O, ClCCl, CCOCc1nc2c(N)nc3ccccc3c2n1NCCCN. Reactants: C(C)OC(=O)N=C=NC(C)(C)C (ethoxycarbonyl-t-butylcarbodiimide), FC1=C(C2=CC=C(C(=C2C=C1)C(F)(F)F)OC)C(=O)N(CC(=O)O)C (N-[[2-fluoro-6-methoxy-5-(trifluoromethyl)-1-naphthalenyl]carbonyl]-N-methylglycine). Run in C1CCOC1 (THF). The product is C(C)OC(=O)NC(CN(C(=O)C1=C(C=CC2=C(C(=CC=C12)OC)C(F)(F)F)F)C)=O (N-[2-[(Ethoxycarbonyl)amino]-2-oxoethyl]-2-fluoro-6-methoxy-N-methyl-5-(trifluoromethyl)-1-naphthalenecarboxamide). Isolated yield 50.0%. Reaction SMILES: [CH2:1]([O:3][C:4]([N:6]=C=NC(C)(C)C)=[O:5])[CH3:2].[F:13][C:14]1[CH:23]=[CH:22][C:21]2[C:16](=[CH:17][CH:18]=[C:19]([O:28][CH3:29])[C:20]=2[C:24]([F:27])([F:26])[F:25])[C:15]=1[C:30]([N:32]([CH3:37])[CH2:33][C:34]([OH:36])=O)=[O:31]>C1COCC1>[CH2:1]([O:3][C:4]([NH:6][C:34](=[O:36])[CH2:33][N:32]([CH3:37])[C:30]([C:15]1[C:16]2[C:21](=[C:20]([C:24]([F:27])([F:25])[F:26])[C:19]([O:28][CH3:29])=[CH:18][CH:17]=2)[CH:22]=[CH:23][C:14]=1[F:13])=[O:31])=[O:5])[CH3:2]. Procedure: According to the procedure of O. M. Mitsunobu et al, Bull. Chem. Soc. Japan, 45, 3607 (1972), a solution of ethoxycarbonyl-t-butylcarbodiimide (0.436, 1.10 q) and N-[[2-fluoro-6-methoxy-5-(trifluoromethyl)-1-naphthalenyl]carbonyl]-N-methylglycine (0.838 g, 2.38 mmole) in anhydrous THF (13.5 mL) was heated to reflux under a dry nitrogen atmosphere for 10 hours. The reaction was cooled to room temperature and the organic solvent was removed. The solid was flash chromatographed (1:1 pertroleum ethe... Reactants: ClC=1C(=NN(C1C(F)(F)F)C)C=1C(=CC(=C(OCC(=O)OCC)C1)[N+](=O)[O-])F ((5-(4-chloro-1-methyl-5-(trifluoromethyl)-1H-pyrazol-3-yl)-4-fluoro-2-nitrophenoxy)acetic acid, ethyl ester). The reagents and catalysts are [Fe] (iron). Solvent: C(C)(=O)O (acetic acid). Run at temperature 80 celsius, time 50 minute. Yields the product ClC=1C(=NN(C1C(F)(F)F)C)C1=CC2=C(NC(CO2)=O)C=C1F (7-(4-chloro-1-methyl-5-(trifluoromethyl)-1H-pyrazol-3-yl)-6-fluoro-2H-1,4-benzoxazin-3(4H)-one). Isolated yield 0.1%. RXN SMILES: [Cl:1][C:2]1[C:3]([C:12]2[C:13]([F:28])=[CH:14][C:15]([N+:25]([O-])=O)=[C:16]([CH:24]=2)[O:17][CH2:18][C:19]([O:21]CC)=O)=[N:4][N:5]([CH3:11])[C:6]=1[C:7]([F:10])([F:9])[F:8]>C(O)(=O)C.[Fe]>[Cl:1][C:2]1[C:3]([C:12]2[C:13]([F:28])=[CH:14][C:15]3[NH:25][C:19](=[O:21])[CH2:18][O:17][C:16]=3[CH:24]=2)=[N:4][N:5]([CH3:11])[C:6]=1[C:7]([F:10])([F:8])[F:9]. Reported procedure: A solution of 2.3 g (5.4 mole) (5-(4-chloro-1-methyl-5-(trifluoromethyl)-1H-pyrazol-3-yl)-4-fluoro-2-nitrophenoxy)acetic acid, ethyl ester in 50 mL acetic acid was heated to 80° C. under a nitrogen atmosphere. The heat and nitrogen were removed and 0.9 g (16.2 mmole) iron powder was added in 3 portions over 5 minutes. The solution was stirred at 80° C. for an additional 50 minutes. The solution was cooled and filtered through Celite®. The filtrate was diluted with 100 mL water and extracted thre...